From a dataset of the Open Reaction Database (ORD), a public repository of structured organic reaction records. describe an organic reaction: reactants, conditions, products, and yield The reactants are [H-].[K+] (potassium hydride), CI (Methyl iodide), CCCCCC (hexane), OCC1CC2C3C4(CCN(C(C14CC2)=O)CCC)C2=C(O3)C(=CC=C2)OC (5-hydroxymethyl-9-methoxy-3-n-propyl-1,2,5,6,7,7a-hexahydro-4a,7-ethanobenzofuro[3,2-e]isoquinolin-4(3H)-one). Solvent: O1CCCC1 (tetrahydrofuran). Conditions: time 30 minute. Product: COC1=CC=CC2=C1OC1C23CCN(C(C32C(CC1CC2)COC)=O)CCC (9-methoxy-5-methoxymethyl-3-n-propyl-1,2,5,6,7,7a-hexahydro-4a,7-ethanobenzofuro[3,2-e]isoquinolin-4(3H)-one). RXN SMILES: [H-].[K+].[CH3:3]CCCCC.[OH:9][CH2:10][CH:11]1[C:20]23[CH2:21][CH2:22][CH:13]([CH:14]4[O:29][C:28]5[C:30]([O:34][CH3:35])=[CH:31][CH:32]=[CH:33][C:27]=5[C:15]42[CH2:16][CH2:17][N:18]([CH2:24][CH2:25][CH3:26])[C:19]3=[O:23])[CH2:12]1.CI>O1CCCC1>[CH3:35][O:34][C:30]1[C:28]2[O:29][CH:14]3[CH:13]4[CH2:22][CH2:21][C:20]5([CH:11]([CH2:10][O:9][CH3:3])[CH2:12]4)[C:15]3([CH2:16][CH2:17][N:18]([CH2:24][CH2:25][CH3:26])[C:19]5=[O:23])[C:27]=2[CH:33]=[CH:32][CH:31]=1 |f:0.1|. Procedure: To a mixture of 9 g of 35% potassium hydride in oil, prewashed with hexane, and 40 mL of tetrahydrofuran was added 4.05 g of 5-hydroxymethyl-9-methoxy-3-n-propyl-1,2,5,6,7,7a-hexahydro-4a,7-ethanobenzofuro[3,2-e]isoquinolin-4(3H)-one. The mixture was stirred at room temperature for 30 minutes, and then heated under reflux for 30 minutes. Methyl iodide (8 mL) was added to the cooled mixture which was then heated under reflux for one hour. Excess hydride was destroyed by addition of 10 mL of metha... Reactants: [BH3-]C#N, C=O, c1ccc(CCC2CCCN2)cc1, CC(=O)O, CC#N, [Na+]. The product is CN1CCCC1CCc1ccccc1. As a reaction SMILES: [C:1]([BH3-:2])#[N:3].[CH2:18]=[O:19].[CH2:5]([CH2:6][c:7]1[cH:8][cH:9][cH:10][cH:11][cH:12]1)[CH:13]1[NH:14][CH2:15][CH2:16][CH2:17]1.[CH3:20][C:21](=[O:22])[OH:23].[CH3:24][C:25]#[N:26].[Na+:4]>>[CH3:1][N:14]1[CH:13]([CH2:5][CH2:6][c:7]2[cH:8][cH:9][cH:10][cH:11][cH:12]2)[CH2:17][CH2:16][CH2:15]1. Solvent: C(Cl)Cl (CH2Cl2). Yields the product C(C)(C)(C)OC([C@@H](CC1=CC=CC=C1)OC(C)=O)=O (3-phenyl-2(R)-acetoxypropionic acid t-butyl ester). Run at time 2 day. RXN SMILES: [C:1]1([CH2:7][C@@H:8]([O:12][C:13](=[O:15])[CH3:14])[C:9]([OH:11])=[O:10])[CH:6]=[CH:5][CH:4]=[CH:3][CH:2]=1.OS(O)(=O)=O.[CH3:21][C:22](=[CH2:24])[CH3:23].C([O-])(O)=O.[Na+]>C(Cl)Cl>[C:22]([O:10][C:9](=[O:11])[C@H:8]([O:12][C:13](=[O:15])[CH3:14])[CH2:7][C:1]1[CH:2]=[CH:3][CH:4]=[CH:5][CH:6]=1)([CH3:24])([CH3:23])[CH3:21] |f:3.4|. Starting materials: C1(=CC=CC=C1)C[C@H](C(=O)O)OC(C)=O (3-phenyl-2(R)-acetoxypropionic acid), OS(=O)(=O)O (H2SO4), CC(C)=C (isobutylene), C(=O)(O)[O-].[Na+] (NaHCO3). Reported procedure: Cool to -30° to -20° C., 3-phenyl-2(R)-acetoxypropionic acid (10.5 g) in CH2Cl2 (200 mL), add conc. H2SO4 (0.5 mL) and isobutylene (120 mL), seal the vessel, and stir at room temperature for 2 days. Vent the vessel, pour the reaction mixture into NaHCO3 solution, and extract with CH2Cl2. Dry the CH2Cl2 extract (MgSO4), then concentrate in vacuo to give 3-phenyl-2(R)-acetoxypropionic acid t-butyl ester. The reactants are CCO, NN, O, CCOC(=O)c1cnc(C(=O)OCC)cn1. Product: CCOC(=O)c1cnc(C(=O)NN)cn1. RXN SMILES: [CH3:20][CH2:21][OH:22].[NH2:18][NH2:19].[OH2:17].[n:1]1[c:2]([C:12]([O:14][CH2:13][CH3:15])=[O:16])[cH:3][n:4][c:5]([C:7](=[O:8])[O:9][CH2:10][CH3:11])[cH:6]1>>[n:1]1[c:2]([C:12](=[O:14])[NH:18][NH2:19])[cH:3][n:4][c:5]([C:7](=[O:8])[O:9][CH2:10][CH3:11])[cH:6]1. Reactants: O=C([O-])[O-], CN1CCC(c2nn(C(=O)c3ccccc3)c3ccccc23)CC1, ClC(Cl)Cl, Cl, [K+], [K+], N#CBr. Yields the product N#CN1CCC(c2nn(C(=O)c3ccccc3)c3ccccc23)CC1. Reaction SMILES: [C:26](=[O:27])([O-:28])[O-:29].[C:2]([c:3]1[cH:4][cH:5][cH:6][cH:7][cH:8]1)(=[O:9])[n:10]1[n:11][c:12]([CH:19]2[CH2:20][CH2:21][N:22]([CH3:25])[CH2:23][CH2:24]2)[c:13]2[cH:14][cH:15][cH:16][cH:17][c:18]12.[CH:35]([Cl:36])([Cl:37])[Cl:38].[ClH:1].[K+:30].[K+:31].[N:32]#[C:33][Br:34]>>[C:2]([c:3]1[cH:4][cH:5][cH:6][cH:7][cH:8]1)(=[O:9])[n:10]1[n:11][c:12]([CH:19]2[CH2:20][CH2:21][N:22]([C:25]#[N:32])[CH2:23][CH2:24]2)[c:13]2[cH:14][cH:15][cH:16][cH:17][c:18]12.